Dataset: the Open Reaction Database (ORD), a public repository of structured organic reaction records. Task: describe an organic reaction: reactants, conditions, products, and yield Starting materials: CS(=O)(=O)N1CCN(c2ccc(Br)cc2)CC1, C1CCOC1, C[Si](C)(C)[N-][Si](C)(C)C, C[Si](C)(C)Cl, [Li+], O=CCCCc1ncccn1. Product: O=S(=O)(C=CCCCc1ncccn1)N1CCN(c2ccc(Br)cc2)CC1. RXN SMILES: [Br:1][c:2]1[cH:3][cH:4][c:5]([N:8]2[CH2:9][CH2:10][N:11]([S:14](=[O:15])(=[O:16])[CH3:17])[CH2:12][CH2:13]2)[cH:6][cH:7]1.[CH2:44]1[O:45][CH2:46][CH2:47][CH2:48]1.[CH3:18][Si:19]([N-:20][Si:21]([CH3:22])([CH3:23])[CH3:24])([CH3:25])[CH3:26].[Cl:28][Si:29]([CH3:30])([CH3:31])[CH3:32].[Li+:27].[n:33]1[c:34]([CH2:39][CH2:40][CH2:41][CH:42]=[O:43])[n:35][cH:36][cH:37][cH:38]1>>[Br:1][c:2]1[cH:3][cH:4][c:5]([N:8]2[CH2:9][CH2:10][N:11]([S:14](=[O:15])(=[O:16])[CH:17]=[CH:42][CH2:41][CH2:40][CH2:39][c:34]3[n:33][cH:38][cH:37][cH:36][n:35]3)[CH2:12][CH2:13]2)[cH:6][cH:7]1. Starting materials: CC1(OC1)CN1C=NC(=C1)[N+](=O)[O-] (1-(2-methyl-oxiranylmethyl)-4-nitro-1H-imidazole), C(C)(C)(C)OC(=O)N1CCNCC1 (piperazine-1-carboxylic acid tert-butyl ester), C(C)(C)(C)OC(=O)N1CCN(CC1)CC(CN1C(=NC(=C1)[N+](=O)[O-])Br)(C)O (4-[3-(2-bromo-4-nitro-imidazol-1-yl)-2-hydroxy-2-methyl-propyl]-piperazine-1-carboxylic acid tert-butyl ester), [H-].[Na+] (sodium hydride). Solvent: O (water), CC(C)O (IPA), CN(C)C=O (DMF). Conditions: temperature 60 celsius, time 3 hour. Yields the product C(C)(C)(C)OC(=O)N1CCN(CC1)CC1(CN2C(O1)=NC(=C2)[N+](=O)[O-])C (4-(2-methyl-6-nitro-2,3-dihydro-imidazo[2,1-b]oxazol-2-ylmethyl)-piperazine-1-carboxylic acid tert-butyl ester). Yield: 50.1%. As a reaction SMILES: CC1(CN2C=C([N+]([O-])=O)N=C2)CO1.C(OC(N1CCNCC1)=O)(C)(C)C.[C:27]([O:31][C:32]([N:34]1[CH2:39][CH2:38][N:37]([CH2:40][C:41]([OH:53])([CH3:52])[CH2:42][N:43]2[CH:47]=[C:46]([N+:48]([O-:50])=[O:49])[N:45]=[C:44]2Br)[CH2:36][CH2:35]1)=[O:33])([CH3:30])([CH3:29])[CH3:28].[H-].[Na+]>CC(O)C.CN(C=O)C.O>[C:27]([O:31][C:32]([N:34]1[CH2:39][CH2:38][N:37]([CH2:40][C:41]2([CH3:52])[O:53][C:44]3=[N:45][C:46]([N+:48]([O-:50])=[O:49])=[CH:47][N:43]3[CH2:42]2)[CH2:36][CH2:35]1)=[O:33])([CH3:30])([CH3:29])[CH3:28] |f:3.4|. Procedure: A solution of 1-(2-methyl-oxiranylmethyl)-4-nitro-1H-imidazole (1.5 g, 5.72 mmol) and piperazine-1-carboxylic acid tert-butyl ester (1.1 g, 5.72 mmol) is dissolved in IPA and heated to 60° C. for 24 h. The solution is concentrated and partitioned between water and ethyl acetate. The organic layer is dried over sodium sulfate and concentrated. The resulting solution of 4-[3-(2-bromo-4-nitro-imidazol-1-yl)-2-hydroxy-2-methyl-propyl]-piperazine-1-carboxylic acid tert-butyl ester (1.1 g, 2.46 mmol) ...